This data is from the Open Reaction Database (ORD), a public repository of structured organic reaction records. The task is: describe an organic reaction: reactants, conditions, products, and yield Reactants: BrC1=C(C(=C(C(=O)NC(C)(C)C)C=C1)CCO)F (4-bromo-N-tert-butyl-3-fluoro-2-(2-hydroxyethyl)benzamide), CC=1C=CC(=CC1)S(=O)(=O)O (TsOH), C1CCOC1 (THF). The solvent is C1(=CC=CC=C1)C (toluene). Reaction conditions: time 1 hour. Product: BrC=1C(=C2CCOC(C2=CC1)=O)F (6-Bromo-5-fluoro-3,4-dihydro-1H-isochromen-1-one). As a reaction SMILES: [Br:1][C:2]1[CH:14]=[CH:13][C:5]([C:6](NC(C)(C)C)=[O:7])=[C:4]([CH2:15][CH2:16][OH:17])[C:3]=1[F:18].CC1C=CC(S(O)(=O)=O)=CC=1.C1COCC1>C1(C)C=CC=CC=1>[Br:1][C:2]1[C:3]([F:18])=[C:4]2[C:5](=[CH:13][CH:14]=1)[C:6](=[O:7])[O:17][CH2:16][CH2:15]2. Procedure details: A solution of 4-bromo-N-tert-butyl-3-fluoro-2-(2-hydroxyethyl)benzamide. (1.8 g, 5.7 mmol) and TsOH (1.3 g, 6.9 mmol) in toluene (100 mL)/THF (10 mL) was heated to reflux. After 1 h, TLC and LC/MS analysis indicated complete conversion. The solution was concentrated to dryness followed by dilution with Et2O (150 mL). The organic layer was washed with brine, dried over MgSO4, filtered and concentrated affording the title compound: LC-MS: m/z 246.92 (M+H)+. The reactants are O=C([O-])[O-], CCOC(C)=O, CN(C)C=O, CC1(C)CN(C(c2ccc(F)cc2)c2ccc(F)cc2)CCN1, O=C(CCl)Nc1cccc(F)c1, [K+], [K+], C1CCOC1. Product: CC1(C)CN(C(c2ccc(F)cc2)c2ccc(F)cc2)CCN1CC(=O)Nc1cccc(F)c1. Reaction SMILES: [C:36](=[O:37])([O-:38])[O-:39].[CH3:42][CH2:43][O:44][C:45](=[O:46])[CH3:47].[CH3:53][N:54]([CH3:55])[CH:56]=[O:57].[F:1][c:2]1[cH:3][cH:4][c:5]([CH:8]([N:9]2[CH2:10][C:11]([CH3:15])([CH3:16])[NH:12][CH2:13][CH2:14]2)[c:17]2[cH:18][cH:19][c:20]([F:23])[cH:21][cH:22]2)[cH:6][cH:7]1.[F:24][c:25]1[cH:26][c:27]([NH:31][C:32]([CH2:33][Cl:34])=[O:35])[cH:28][cH:29][cH:30]1.[K+:40].[K+:41].[O:48]1[CH2:49][CH2:50][CH2:51][CH2:52]1>>[F:1][c:2]1[cH:3][cH:4][c:5]([CH:8]([N:9]2[CH2:10][C:11]([CH3:15])([CH3:16])[N:12]([CH2:33][C:32]([NH:31][c:27]3[cH:26][c:25]([F:24])[cH:30][cH:29][cH:28]3)=[O:35])[CH2:13][CH2:14]2)[c:17]2[cH:18][cH:19][c:20]([F:23])[cH:21][cH:22]2)[cH:6][cH:7]1. Reactants: O (water), NC=1C=CC=C2CCC(CC12)O (8-amino-1,2,3,4-tetrahydro-naphthalen-2-ol), N1=CC=CC=C1 (pyridine), ClC(=O)OC1=CC=CC=C1 (phenyl chloroformate). The solvent is C1CCOC1 (THF). Reaction conditions: time 1 hour. Product: C1(=CC=CC=C1)OC(NC1=CC=CC=2CCC(CC12)O)=O ((7-hydroxy-5,6,7,8-tetrahydro-naphthalen-1-yl)carbamic acid phenyl ester). Isolated yield 49.4%. RXN SMILES: [NH2:1][C:2]1[CH:3]=[CH:4][CH:5]=[C:6]2[C:11]=1[CH2:10][CH:9]([OH:12])[CH2:8][CH2:7]2.N1C=CC=CC=1.Cl[C:20]([O:22][C:23]1[CH:28]=[CH:27][CH:26]=[CH:25][CH:24]=1)=[O:21].O>C1COCC1>[C:23]1([O:22][C:20](=[O:21])[NH:1][C:2]2[C:11]3[CH2:10][CH:9]([OH:12])[CH2:8][CH2:7][C:6]=3[CH:5]=[CH:4][CH:3]=2)[CH:28]=[CH:27][CH:26]=[CH:25][CH:24]=1. Reported procedure: To a stirred solution of 8-amino-1,2,3,4-tetrahydro-naphthalen-2-ol (30.0 mg, 0.18 mmol) and pyridine (21.8 mg, 0.28 mmol) in 1.0 mL THF was added phenyl chloroformate (30.2 mg, 0.19 mmol), and the mixture was stirred for 1 hour at room temperature. To the product mixture was added water and extracted with ethyl acetate. The organic layer was washed with brine, dried over Na2SO4, filtered and concentrated under reduced pressure. The obtained residue was triturated with ethyl acetate and hexane t... Reactants: C(C)(=O)O[C@](CN1N=CN=C1)([C@@H](C)S(=O)(=O)Cl)C1=C(C=C(C=C1)F)F ((2R 3R)-3-chlorosulfonyl-2-(2,4-difluorophenyl)-1-(1H-1,2,4-triazol-1-yl)-2-butyl acetate), C1(=CC=CC=C1)N1CCNCC1 (1-phenylpiperazine). Solvent: ClCCl (dichloromethane). The product is FC1=C(C=CC(=C1)F)C(=C(C)S(=O)(=O)N1CCN(CC1)C1=CC=CC=C1)CN1N=CN=C1 (1-[3-(2,4-difluorophenyl)-4-(1H-1,2,4-triazol-1-yl)-2-buten-2-ylsulfonyl]-4-phenylpiperazine). The yield is 8.6%. RXN SMILES: C(O[C@@:5]([C:18]1[CH:23]=[CH:22][C:21]([F:24])=[CH:20][C:19]=1[F:25])([C@H:12]([S:14](Cl)(=[O:16])=[O:15])[CH3:13])[CH2:6][N:7]1[CH:11]=[N:10][CH:9]=[N:8]1)(=O)C.[C:26]1([N:32]2[CH2:37][CH2:36][NH:35][CH2:34][CH2:33]2)[CH:31]=[CH:30][CH:29]=[CH:28][CH:27]=1>ClCCl>[F:25][C:19]1[CH:20]=[C:21]([F:24])[CH:22]=[CH:23][C:18]=1[C:5]([CH2:6][N:7]1[CH:11]=[N:10][CH:9]=[N:8]1)=[C:12]([S:14]([N:35]1[CH2:36][CH2:37][N:32]([C:26]2[CH:31]=[CH:30][CH:29]=[CH:28][CH:27]=2)[CH2:33][CH2:34]1)(=[O:15])=[O:16])[CH3:13]. Procedure details: In dichloromethane (15 ml) was dissolved (2R 3R)-3-chlorosulfonyl-2-(2,4-difluorophenyl)-1-(1H-1,2,4-triazol-1-yl)-2-butyl acetate (0.5 g). To the solution was added, under ice-cooling, 1-phenylpiperazine (0 27 g) The reaction mixture was stirred for 10 minutes under ice-cooling, which was then concentrated. The concentrate was subjected to a silica gel chromatography (eluent: hexane/ethyl acetate=1/2→ethyl acetate) for purification to give, as the first eluate, 1-[3-(2,4-difluorophenyl)-4-(1H-1...